The task is: describe an organic reaction: reactants, conditions, products, and yield. This data is from the Open Reaction Database (ORD), a public repository of structured organic reaction records. Starting materials: CSC=1C=C(C=CC1)NC1=C(C=NC2=CC=C(C=C12)[N+](=O)[O-])C#N (4-[(3-methylsulfanylphenyl)amino]-6-nitro-3-quinolinecarbonitrile), NN (hydrazine), NN (hydrazine). Reagents/catalysts: [Pd] (palladium on carbon). Run in C(C)O (ethanol). Run at time 4 hour. The product is NC=1C=C2C(=C(C=NC2=CC1)C#N)NC1=CC(=CC=C1)SC (6-Amino-4-[(3-methylsulfanylphenyl)amino]-3-quinolinecarbonitrile). The yield is 98.4%. RXN SMILES: [CH3:1][S:2][C:3]1[CH:4]=[C:5]([NH:9][C:10]2[C:19]3[C:14](=[CH:15][CH:16]=[C:17]([N+:20]([O-])=O)[CH:18]=3)[N:13]=[CH:12][C:11]=2[C:23]#[N:24])[CH:6]=[CH:7][CH:8]=1.NN>[Pd].C(O)C>[NH2:20][C:17]1[CH:18]=[C:19]2[C:14](=[CH:15][CH:16]=1)[N:13]=[CH:12][C:11]([C:23]#[N:24])=[C:10]2[NH:9][C:5]1[CH:6]=[CH:7][CH:8]=[C:3]([S:2][CH3:1])[CH:4]=1. Procedure details: A mixture of 4.55 g (13.5 mmol) 4-[(3-methylsulfanylphenyl)amino]-6-nitro-3-quinolinecarbonitrile, 250 ml ethanol, 0.46 g 10% palladium on carbon, and 1.06 ml (33.8 mmol) anhydrous hydrazine was heated to reflux. At 4 hours, added 0.5 equivalents of hydrazine, and at 5 hours, filtered the hot mixture through celite. Stripped the solvent and dried in vacuo, giving 4.068 g brown solid: mass spectrum (electrospray m/e): M+H=307.1. The reactants are CC(C)=O, COC(=O)CCl, [K+], [K+], O=[N+]([O-])c1ccc(O)cc1, O=C([O-])[O-]. Yields the product COC(=O)COc1ccc([N+](=O)[O-])cc1. As a reaction SMILES: [CH3:23][C:24](=[O:25])[CH3:26].[Cl:17][CH2:18][C:19](=[O:20])[O:21][CH3:22].[K+:11].[K+:12].[N+:1](=[O:2])([O-:3])[c:4]1[cH:5][cH:6][c:7]([OH:10])[cH:8][cH:9]1.[O-:13][C:14]([O-:15])=[O:16]>>[N+:1](=[O:2])([O-:3])[c:4]1[cH:5][cH:6][c:7]([O:10][CH2:18][C:19](=[O:20])[O:21][CH3:22])[cH:8][cH:9]1. Starting materials: Clc1cnc(Cl)c(Cl)c1, NN, C1COCCO1. The product is NNc1ncc(Cl)cc1Cl. As a reaction SMILES: [Cl:1][c:2]1[n:3][cH:4][c:5]([Cl:9])[cH:6][c:7]1[Cl:8].[NH2:10][NH2:11].[O:12]1[CH2:13][CH2:14][O:15][CH2:16][CH2:17]1>>[c:2]1([NH:10][NH2:11])[n:3][cH:4][c:5]([Cl:9])[cH:6][c:7]1[Cl:8]. Reactants: C(C)(=O)O[BH-](OC(C)=O)OC(C)=O.[Na+] (sodium triacetoxyborohydride), BrC=1C=C(C=NC1)C=O (5-bromo-3-pyridinecarboxaldehyde), N1CCCC1 (pyrrolidine). Run in ClCCCl (1,2-dichloroethane). Conditions: time 3 hour. Yields the product BrC=1C=NC=C(C1)CN1CCCC1 (3-Bromo-5-pyrrolidin-1-ylmethylpyridine). Reaction SMILES: [Br:1][C:2]1[CH:3]=[C:4]([CH:8]=O)[CH:5]=[N:6][CH:7]=1.C(O[BH-](OC(=O)C)OC(=O)C)(=O)C.[Na+].[NH:24]1[CH2:28][CH2:27][CH2:26][CH2:25]1>ClCCCl>[Br:1][C:2]1[CH:7]=[N:6][CH:5]=[C:4]([CH2:8][N:24]2[CH2:28][CH2:27][CH2:26][CH2:25]2)[CH:3]=1 |f:1.2|. Procedure: To a solution of 5-bromo-3-pyridinecarboxaldehyde in 20 mL of 1,2-dichloroethane are successively added, under argon, 4.55 g of sodium triacetoxyborohydride and 0.94 mL of pyrrolidine. The reaction mixture is stirred at room temperature for 3 hours and then washed with saturated sodium hydrogen carbonate solution, with water and with saturated sodium chloride solution, dried over magnesium sulphate, filtered and concentrated under reduced pressure. The residue is purified by chromatography on a ... Starting materials: C(CC#C)O (But-3-yn-1-ol), [Al] (aluminum), BrC=1C=C(C=CC1F)C(C(=O)C1=CC=C(C=C1)OC(F)F)=O (1-(3-Bromo-4-fluoro-phenyl)-2-(4-difluoromethoxy-phenyl)-ethane-1,2-dione), teflon. The reagents and catalysts are [Cu](I)I (Copper iodide), [Pd].C1(=CC=CC=C1)P(C1=CC=CC=C1)C1=CC=CC=C1.C1(=CC=CC=C1)P(C1=CC=CC=C1)C1=CC=CC=C1.C1(=CC=CC=C1)P(C1=CC=CC=C1)C1=CC=CC=C1.C1(=CC=CC=C1)P(C1=CC=CC=C1)C1=CC=CC=C1 (Tetrakis(triphenylphosphine) palladium). Run in C(C)N(CC)CC (triethylamine), C(C)OCC (diethylether). Run at time 4 minute. Yields the product FC(OC1=CC=C(C=C1)C(C(=O)C1=CC(=C(C=C1)F)C#CCCO)=O)F (1-(4-(difluoromethoxy)phenyl)-2-(4-fluoro-3-(4-hydroxybut-1-ynyl)phenyl)ethane-1,2-dione). The yield is 82.4%. Reaction SMILES: Br[C:2]1[CH:3]=[C:4]([C:9](=[O:22])[C:10]([C:12]2[CH:17]=[CH:16][C:15]([O:18][CH:19]([F:21])[F:20])=[CH:14][CH:13]=2)=[O:11])[CH:5]=[CH:6][C:7]=1[F:8].[CH2:23]([OH:27])[CH2:24][C:25]#[CH:26].[Al]>C(N(CC)CC)C.C(OCC)C.[Cu](I)I.[Pd].C1(P(C2C=CC=CC=2)C2C=CC=CC=2)C=CC=CC=1.C1(P(C2C=CC=CC=2)C2C=CC=CC=2)C=CC=CC=1.C1(P(C2C=CC=CC=2)C2C=CC=CC=2)C=CC=CC=1.C1(P(C2C=CC=CC=2)C2C=CC=CC=2)C=CC=CC=1>[F:20][CH:19]([F:21])[O:18][C:15]1[CH:16]=[CH:17][C:12]([C:10](=[O:11])[C:9]([C:4]2[CH:5]=[CH:6][C:7]([F:8])=[C:2]([C:26]#[C:25][CH2:24][CH2:23][OH:27])[CH:3]=2)=[O:22])=[CH:13][CH:14]=1 |f:6.7.8.9.10|. Procedure details: In a 0.5-2 ml Biotage conical microwave vial equipped with magnetic spin vane was dissolved 1-(3-Bromo-4-fluoro-phenyl)-2-(4-difluoromethoxy-phenyl)-ethane-1,2-dione (100 mg, 0.268 mmol) in triethylamine (1.25 mL). Copper iodide (10 mg, 0.052 mmol) and Tetrakis(triphenylphosphine) palladium (20 mg, 0.017 mmol) were added. Lastly But-3-yn-1-ol (100 mg, 1.04 mmol) was added, the vial was covered with a teflon septa, an aluminum cap was crimped in place, and the assembly was set on a Biotage Emrys ...